This data is from the Open Reaction Database (ORD), a public repository of structured organic reaction records. The task is: describe an organic reaction: reactants, conditions, products, and yield Reactants: CCOC(=O)CBr, O=C([O-])[O-], CN(C)C=O, CCC(C)=O, CC(C)Cc1cc2cc(O)c(Cl)c(Cl)c2s1, [K+], [K+]. The product is CCOC(=O)COc1cc2cc(CC(C)C)sc2c(Cl)c1Cl. Reaction SMILES: [Br:17][CH2:18][C:19](=[O:20])[O:21][CH2:22][CH3:23].[C:24](=[O:25])([O-:26])[O-:27].[CH3:30][N:31]([CH3:32])[CH:33]=[O:34].[CH3:35][C:36](=[O:37])[CH2:38][CH3:39].[Cl:1][c:2]1[c:3]([OH:16])[cH:4][c:5]2[c:6]([s:7][c:8]([CH2:10][CH:11]([CH3:12])[CH3:13])[cH:9]2)[c:14]1[Cl:15].[K+:28].[K+:29]>>[Cl:1][c:2]1[c:3]([O:16][CH2:18][C:19](=[O:20])[O:21][CH2:22][CH3:23])[cH:4][c:5]2[c:6]([s:7][c:8]([CH2:10][CH:11]([CH3:12])[CH3:13])[cH:9]2)[c:14]1[Cl:15]. The reactants are CC(C(C(=O)O)C1=CC=CC=C1)CC (3-methyl-2-phenylvaleric acid), CN(C=O)C (dimethylformamide), C(C(=O)Cl)(=O)Cl (oxalyl chloride). The solvent is C(Cl)Cl (methylene chloride). Reaction conditions: time 45 minute. The product is CC(C(C(=O)Cl)C1=CC=CC=C1)CC (3-methyl-2-phenylvaleryl chloride). Reaction SMILES: [CH3:1][CH:2]([CH2:13][CH3:14])[CH:3]([C:7]1[CH:12]=[CH:11][CH:10]=[CH:9][CH:8]=1)[C:4](O)=[O:5].CN(C)C=O.C(Cl)(=O)C([Cl:23])=O>C(Cl)Cl>[CH3:1][CH:2]([CH2:13][CH3:14])[CH:3]([C:7]1[CH:12]=[CH:11][CH:10]=[CH:9][CH:8]=1)[C:4]([Cl:23])=[O:5]. Procedure details: To a stirred solution of 3-methyl-2-phenylvaleric acid (1.23 g; 6.2 mmol) and a catalytic amount of dry dimethylformamide (ca. 20 μL) in 5 mL of dry methylene chloride under nitrogen at room temperature was added oxalyl chloride (4.8 mL of 2.0 M solution in methylene chloride) dropwise. After 45 minutes, the mixture was concentrated in vacuo and used immediately for Step 2. Reactants: CCn1ncc2c(Cl)c3cc(Br)ccc3nc21, CS(C)=O, NCC1CCCCC1, [NH4+], [OH-], O. Yields the product CCn1ncc2c(NCC3CCCCC3)c3cc(Br)ccc3nc21. Reaction SMILES: [CH2:1]([CH3:2])[n:3]1[n:4][cH:5][c:6]2[c:7]1[n:8][c:9]1[cH:10][cH:11][c:12]([Br:17])[cH:13][c:14]1[c:15]2[Cl:16].[CH3:26][S:27]([CH3:28])=[O:29].[CH:18]1([CH2:24][NH2:25])[CH2:19][CH2:20][CH2:21][CH2:22][CH2:23]1.[NH4+:31].[OH-:30].[OH2:32]>>[CH2:1]([CH3:2])[n:3]1[n:4][cH:5][c:6]2[c:7]1[n:8][c:9]1[cH:10][cH:11][c:12]([Br:17])[cH:13][c:14]1[c:15]2[NH:25][CH2:24][CH:18]1[CH2:19][CH2:20][CH2:21][CH2:22][CH2:23]1. The product is Cl.N[C@@H]1[C@@H]([C@H](C=2C=CC3=CC=CC=C3C2C1)Cl)O ((±)-(1S,2S,3S)-3-Amino-1-chloro-1,2,3,4-tetrahydro-2-phenanthrenol, hydrochloride). Procedure details: 3-Amino-1-chloro-1,2,3,4-tetrahydro-2-phenanthrenol (103 mg) in trifluoroacetic acid (10 ml) was refluxed for 3 hours. The green mixture was evaporated and the residue was taken up in methanol and acidified with a solution of hydrochloric acid in diethyl ether. The evaporation residue was treated with charcoal in methanol. Filtration gave a clear solution which was evaporated to yield the crude compound as a solid (99 mg). Recrystallization from ethanol/diethyl ether afforded the title compound ... RXN SMILES: [NH2:1][CH:2]1[CH2:15][C:14]2[C:13]3[C:8](=[CH:9][CH:10]=[CH:11][CH:12]=3)[CH:7]=[CH:6][C:5]=2[CH:4]([Cl:16])[CH:3]1[OH:17]>FC(F)(F)C(O)=O>[ClH:16].[NH2:1][C@H:2]1[CH2:15][C:14]2[C:13]3[C:8](=[CH:9][CH:10]=[CH:11][CH:12]=3)[CH:7]=[CH:6][C:5]=2[C@H:4]([Cl:16])[C@H:3]1[OH:17] |f:2.3|. Reactants: NC1C(C(C=2C=CC3=CC=CC=C3C2C1)Cl)O (3-Amino-1-chloro-1,2,3,4-tetrahydro-2-phenanthrenol). The yield is 67.7%. Run in FC(C(=O)O)(F)F (trifluoroacetic acid). The reactants are BrCC1=C(C=C(C=C1)C=1OC2=C(N1)C=CC=C2)C(F)(F)F (2-[4-(bromomethyl)-3-(trifluoromethyl)phenyl]-1,3-benzoxazole), C(#N)[Si](C)(C)C (cyanotrimethylsilane), CCCC[N+](CCCC)(CCCC)CCCC.[F-] (TBAF). Solvent: C(C)#N (acetonitrile). Run at time 2 hour. The product is O1C(=NC2=C1C=CC=C2)C2=CC(=C(C=C2)CC#N)C(F)(F)F ([4-(1,3-benzoxazol-2-yl)-2-(trifluoromethyl)phenyl]acetonitrile). As a reaction SMILES: Br[CH2:2][C:3]1[CH:8]=[CH:7][C:6]([C:9]2[O:10][C:11]3[CH:17]=[CH:16][CH:15]=[CH:14][C:12]=3[N:13]=2)=[CH:5][C:4]=1[C:18]([F:21])([F:20])[F:19].[C:22]([Si](C)(C)C)#[N:23].CCCC[N+](CCCC)(CCCC)CCCC.[F-]>C(#N)C>[O:10]1[C:11]2[CH:17]=[CH:16][CH:15]=[CH:14][C:12]=2[N:13]=[C:9]1[C:6]1[CH:7]=[CH:8][C:3]([CH2:2][C:22]#[N:23])=[C:4]([C:18]([F:21])([F:20])[F:19])[CH:5]=1 |f:2.3|. Reported procedure: To a suspension of 2-[4-(bromomethyl)-3-(trifluoromethyl)phenyl]-1,3-benzoxazole (528 mg, 1.5 mmol) and cyanotrimethylsilane (0.30 mL, 2.2 mmol) in acetonitrile (19 mL) was added TBAF (1.0M in THF, 2.2 mL, 2.2 mmol) and the mixture was stirred at rt for 2 h. The solvent was removed in vacuo and the crude was purified by flash chromatography eluting with EtOAc:hexanes (1:9) to afford the desired [4-(1,3-benzoxazol-2-yl)-2-(trifluoromethyl)phenyl]acetonitrile as a colorless solid. 1H NMR (CDCl3, 3... Starting materials: C(C1=CC=CC=C1)OC1=NC=C(C=C1)[Sn](C)(C)C (2-benzyloxy-5-trimethylstannyl-pyridine), FC(S(=O)(=O)OC=1CCN(CC1)C(=O)OC(C)(C)C)(F)F (tert-butyl 4-trifluoromethylsulphonyloxy-3,6-dihydro-2H-pyridine-1-carboxylate), Example 126 ( c ). The reagents and catalysts are [Pd] (palladium). The product is C(C1=CC=CC=C1)OC1=CC=C(CN1)C=1CCN(CC1)C(=O)OC(C)(C)C (tert-butyl 6-benzyloxy-3',6'-dihydro-2H-[3,4']bipyridine-1'-carboxylate). As a reaction SMILES: [CH2:1]([O:8][C:9]1[CH:14]=[CH:13][C:12]([Sn](C)(C)C)=[CH:11][N:10]=1)[C:2]1[CH:7]=[CH:6][CH:5]=[CH:4][CH:3]=1.FC(F)(F)S(O[C:25]1[CH2:26][CH2:27][N:28]([C:31]([O:33][C:34]([CH3:37])([CH3:36])[CH3:35])=[O:32])[CH2:29][CH:30]=1)(=O)=O>[Pd]>[CH2:1]([O:8][C:9]1[NH:10][CH2:11][C:12]([C:25]2[CH2:30][CH2:29][N:28]([C:31]([O:33][C:34]([CH3:37])([CH3:36])[CH3:35])=[O:32])[CH2:27][CH:26]=2)=[CH:13][CH:14]=1)[C:2]1[CH:7]=[CH:6][CH:5]=[CH:4][CH:3]=1. Procedure: In an analogous manner to that described above, by a palladium catalyzed coupling of 2-benzyloxy-5-trimethylstannyl-pyridine with tert-butyl 4-trifluoromethylsulphonyloxy-3,6-dihydro-2H-pyridine-1-carboxylate [Example 126 (c)] there was obtained tert-butyl 6-benzyloxy-3',6'-dihydro-2H-[3,4']bipyridine-1'-carboxylate as a colourless solid MS: 367 (M+H)+. The reactants are C(C)C(CC)N1CCC=2C(=NC=3N(C21)N=C(C3C3=C(C=C(C=C3C)C)C)C)C (8-(1-ethylpropyl)-3-mesityl-2,5-dimethyl-7,8-dihydro-6H-pyrazolo[1,5-a]pyrrolo[3,2-e]pyrimidine), O (Water). The solvent is CN1C(CCC1)=O (N-methyl-2-pyrrolidinone). Yields the product C(C)C(CC)N1C=CC=2C(=NC=3N(C21)N=C(C3C3=C(C=C(C=C3C)C)C)C)C (8-(1-Ethylpropyl)-3-mesityl-2,5-dimethyl-8H-pyrazolo[1,5-a]pyrrolo[3,2-e]pyrimidine). Yield: 36.2%. Reaction SMILES: [CH2:1]([CH:3]([N:6]1[C:14]2[N:13]3[N:15]=[C:16]([CH3:27])[C:17]([C:18]4[C:23]([CH3:24])=[CH:22][C:21]([CH3:25])=[CH:20][C:19]=4[CH3:26])=[C:12]3[N:11]=[C:10]([CH3:28])[C:9]=2[CH2:8][CH2:7]1)[CH2:4][CH3:5])[CH3:2].O>CN1CCCC1=O>[CH2:1]([CH:3]([N:6]1[C:14]2[N:13]3[N:15]=[C:16]([CH3:27])[C:17]([C:18]4[C:23]([CH3:24])=[CH:22][C:21]([CH3:25])=[CH:20][C:19]=4[CH3:26])=[C:12]3[N:11]=[C:10]([CH3:28])[C:9]=2[CH:8]=[CH:7]1)[CH2:4][CH3:5])[CH3:2]. Reported procedure: A solution of 8-(1-ethylpropyl)-3-mesityl-2,5-dimethyl-7,8-dihydro-6H-pyrazolo[1,5-a]pyrrolo[3,2-e]pyrimidine (468 mg, 1,24 mmol) in N-methyl-2-pyrrolidinone (10 mL) was heated at 200° C. for 15 hours. Water was added to the reaction solution, and the mixture was extracted with ethyl acetate, washed with brine, and then dried over anhydrous magnesium sulfate. The solvent was evaporated, and the residue was subjected to silica gel column chromatography (10% ethyl acetate/hexane), to give the titl... Starting materials: CCc1nc(C=Cc2cn(-c3ccccc3)nc2O)cs1, CCCCP(CCCC)CCCC, O=C(N=NC(=O)N1CCCCC1)N1CCCCC1, C1CCOC1, CCOC(=O)Cc1ccc(-c2nc(COc3cc(CO)on3)c(C)o2)cc1. Yields the product CCOC(=O)Cc1ccc(-c2nc(COc3cc(COc4nn(-c5ccccc5)cc4C=Cc4csc(CC)n4)on3)c(C)o2)cc1. Reaction SMILES: [CH2:28]([CH3:29])[c:30]1[s:31][cH:32][c:33]([CH:35]=[CH:36][c:37]2[c:38]([OH:48])[n:39][n:40](-[c:42]3[cH:43][cH:44][cH:45][cH:46][cH:47]3)[cH:41]2)[n:34]1.[CH2:67]([P:68]([CH2:69][CH2:70][CH2:71][CH3:72])[CH2:73][CH2:74][CH2:75][CH3:76])[CH2:77][CH2:78][CH3:79].[N:49]([C:50]([N:51]1[CH2:52][CH2:53][CH2:54][CH2:55][CH2:56]1)=[O:57])=[N:58][C:59]([N:60]1[CH2:61][CH2:62][CH2:63][CH2:64][CH2:65]1)=[O:66].[O:80]1[CH2:81][CH2:82][CH2:83][CH2:84]1.[OH:1][CH2:2][c:3]1[cH:4][c:5]([O:8][CH2:9][c:10]2[n:11][c:12](-[c:16]3[cH:17][cH:18][c:19]([CH2:22][C:23](=[O:24])[O:25][CH2:26][CH3:27])[cH:20][cH:21]3)[o:13][c:14]2[CH3:15])[n:6][o:7]1>>[O:1]([CH2:2][c:3]1[cH:4][c:5]([O:8][CH2:9][c:10]2[n:11][c:12](-[c:16]3[cH:17][cH:18][c:19]([CH2:22][C:23](=[O:24])[O:25][CH2:26][CH3:27])[cH:20][cH:21]3)[o:13][c:14]2[CH3:15])[n:6][o:7]1)[c:38]1[c:37]([CH:36]=[CH:35][c:33]2[cH:32][s:31][c:30]([CH2:28][CH3:29])[n:34]2)[cH:41][n:40](-[c:42]2[cH:43][cH:44][cH:45][cH:46][cH:47]2)[n:39]1. Reactants: C(=O)(OC(C)(C)C)N[C@H](CCC1=CC=CC=C1)C(=O)O (Boc-(D)-homophenylalanine), C1NCC[C@@H]2CCCC[C@H]12 ((±)-cis-decahydroisoquinoline), NC1=C(C=C(C=C1Cl)S(=O)(=O)Cl)Cl (4-amino-3,5-dichlorobenzenesulfonyl chloride). Yields the product NC1=C(C=C(C=C1Cl)S(=O)(=O)N[C@H](CCC1=CC=CC=C1)C(=O)N1C[C@H]2CCCC[C@H]2CC1)Cl (4-amino-3,5-dichloro-N-{(1R)-1-[(cis)-octahydroisoquinolin-2(1H) -ylcarbonyl]-3-phenylpropyl}benzenesulfonamide). RXN SMILES: C([NH:8][C@@H:9]([C:18]([OH:20])=O)[CH2:10][CH2:11][C:12]1[CH:17]=[CH:16][CH:15]=[CH:14][CH:13]=1)(OC(C)(C)C)=O.[CH2:21]1[C@@H:30]2[C@@H:25]([CH2:26][CH2:27][CH2:28][CH2:29]2)[CH2:24][CH2:23][NH:22]1.[NH2:31][C:32]1[C:37]([Cl:38])=[CH:36][C:35]([S:39](Cl)(=[O:41])=[O:40])=[CH:34][C:33]=1[Cl:43]>>[NH2:31][C:32]1[C:37]([Cl:38])=[CH:36][C:35]([S:39]([NH:8][C@@H:9]([C:18]([N:22]2[CH2:23][CH2:24][C@H:25]3[C@H:30]([CH2:29][CH2:28][CH2:27][CH2:26]3)[CH2:21]2)=[O:20])[CH2:10][CH2:11][C:12]2[CH:13]=[CH:14][CH:15]=[CH:16][CH:17]=2)(=[O:41])=[O:40])=[CH:34][C:33]=1[Cl:43]. Reported procedure: Example 116 is prepared from Boc-(D)-homophenylalanine, (±)-cis-decahydroisoquinoline, and 4-amino-3,5-dichlorobenzenesulfonyl chloride in the same manner that Example 1 is synthesized. ESI MS: Calc: 523.2; Found: 524.3 (M+H)+. Reactants: CC1(C)CNc2ncc(Br)cc2O1, CCC#N, C=CC(=O)N(C)Cc1oc2ccccc2c1C, CO, CCN(C(C)C)C(C)C, ClCCl, CC(=O)[O-], CC(=O)[O-], CN(C)C=O, O, [Pd+2]. Yields the product Cc1c(CN(C)C(=O)C=Cc2cnc3c(c2)OC(C)(C)CN3)oc2ccccc12. RXN SMILES: [Br:27][c:28]1[cH:29][c:30]2[c:35]([n:36][cH:37]1)[NH:34][CH2:33][C:32]([CH3:38])([CH3:39])[O:31]2.[C:45](#[N:46])[CH2:47][CH3:48].[CH3:1][N:2]([C:3]([CH:4]=[CH2:5])=[O:6])[CH2:7][c:8]1[o:9][c:10]2[c:11]([c:12]1[CH3:13])[cH:14][cH:15][cH:16][cH:17]2.[CH3:43][OH:44].[CH:18]([N:19]([CH:20]([CH3:21])[CH3:22])[CH2:23][CH3:24])([CH3:25])[CH3:26].[Cl:40][CH2:41][Cl:42].[O-:56][C:57]([CH3:58])=[O:59].[O-:60][C:61]([CH3:62])=[O:63].[O:49]=[CH:50][N:51]([CH3:52])[CH3:53].[OH2:54].[Pd+2:55]>>[CH3:1][N:2]([C:3]([CH:4]=[CH:5][c:28]1[cH:29][c:30]2[c:35]([n:36][cH:37]1)[NH:34][CH2:33][C:32]([CH3:38])([CH3:39])[O:31]2)=[O:6])[CH2:7][c:8]1[o:9][c:10]2[c:11]([c:12]1[CH3:13])[cH:14][cH:15][cH:16][cH:17]2.